Dataset: the Open Reaction Database (ORD), a public repository of structured organic reaction records. Task: describe an organic reaction: reactants, conditions, products, and yield Reagents/catalysts: [Pt](=O)=O (platinum (IV) oxide). RXN SMILES: [O:1]1[CH2:6][CH2:5][CH2:4][CH2:3][CH:2]1[O:7][CH2:8][C:9]([C:28]1[CH:49]=[CH:48][C:31]([C:32]([NH:34][C@H:35]([C:43]([O:45][CH2:46][CH3:47])=[O:44])[CH2:36][CH2:37][C:38]([O:40][CH2:41][CH3:42])=[O:39])=[O:33])=[CH:30][CH:29]=1)=[CH:10][N:11]1[C:16]([OH:17])=[C:15]2[CH:18]=[C:19]([NH:21][C:22](=[O:27])[C:23]([CH3:26])([CH3:25])[CH3:24])[N:20]=[C:14]2[N:13]=[CH:12]1>C(O)(=O)C.CO.[Pt](=O)=O>[O:1]1[CH2:6][CH2:5][CH2:4][CH2:3][CH:2]1[O:7][CH2:8][CH:9]([C:28]1[CH:49]=[CH:48][C:31]([C:32]([NH:34][C@H:35]([C:43]([O:45][CH2:46][CH3:47])=[O:44])[CH2:36][CH2:37][C:38]([O:40][CH2:41][CH3:42])=[O:39])=[O:33])=[CH:30][CH:29]=1)[CH2:10][N:11]1[C:16]([OH:17])=[C:15]2[CH:18]=[C:19]([NH:21][C:22](=[O:27])[C:23]([CH3:24])([CH3:26])[CH3:25])[N:20]=[C:14]2[N:13]=[CH:12]1. Reported procedure: A solution of 1.16 g of diethyl N-[4-{1-(tetrahydropyr-2-yloxy)-3-(4-hydroxy-6-pivaloylaminopyrrolo[2,3-d]pyrimidin-3-yl)prop-2-en-2-yl}benzoyl]glutamate and 174 mg (20%) of amorphous platinum (IV) oxide in 150 ml of glacial acetic acid is hydrogenated for 10 hours at 50 psi. The reaction mixture is diluted with 50 ml of methanol and filtered through Celite. The filtrate is concentrated and diluted with ethyl acetate. The solid which forms after cooling for 15 hour is collected by filtration, wa... Starting materials: O1C(CCCC1)OCC(=CN1C=NC=2C(=C1O)C=C(N2)NC(C(C)(C)C)=O)C2=CC=C(C(=O)N[C@@H](CCC(=O)OCC)C(=O)OCC)C=C2 (diethyl N-[4-{1-(tetrahydropyr-2-yloxy)-3-(4-hydroxy-6-pivaloylaminopyrrolo[2,3-d]pyrimidin-3-yl)prop-2-en-2-yl}benzoyl]glutamate). The solvent is C(C)(=O)O (acetic acid), CO (methanol). The product is O1C(CCCC1)OCC(CN1C=NC=2C(=C1O)C=C(N2)NC(C(C)(C)C)=O)C2=CC=C(C(=O)N[C@@H](CCC(=O)OCC)C(=O)OCC)C=C2 (diethyl N-[4-{1-(tetrahydropyr-2-yloxy)-3-(4-hydroxy-6-pivaloylaminopyrrolo[2,3-d]pyrimidin-3-yl)prop--2-yl}benzoyl]glutamate). Starting materials: N(CC(=O)N[C@@H](CC1=CC=CC=C1)C(=O)NCC(=O)N[C@@H](C(C)C)C(=O)NCC(=O)OCC1=CC=CC=C1)C(=O)OC(C)(C)C (Boc-Gly-Phe-Gly-Val-Gly-OBzl), N([C@@H](C)C(=O)NCC(=O)O)C(=O)OC(C)(C)C (Boc-Ala-Gly-OH). Solvent: O (H2O). The product is N(CC(=O)N[C@@H](CC1=CC=CC=C1)C(=O)NCC(=O)N[C@@H](C(C)C)C(=O)NCC(=O)O)C(=O)OC(C)(C)C (Boc-Gly-Phe-Gly-Val-Gly-OH). RXN SMILES: [NH:1]([C:39]([O:41][C:42]([CH3:45])([CH3:44])[CH3:43])=[O:40])[CH2:2][C:3]([NH:5][C@H:6]([C:14]([NH:16][CH2:17][C:18]([NH:20][C@H:21]([C:25]([NH:27][CH2:28][C:29]([O:31]CC1C=CC=CC=1)=[O:30])=[O:26])[CH:22]([CH3:24])[CH3:23])=[O:19])=[O:15])[CH2:7][C:8]1[CH:13]=[CH:12][CH:11]=[CH:10][CH:9]=1)=[O:4].N(C(OC(C)(C)C)=O)[C@H](C(NCC(O)=O)=O)C>O>[NH:1]([C:39]([O:41][C:42]([CH3:44])([CH3:43])[CH3:45])=[O:40])[CH2:2][C:3]([NH:5][C@H:6]([C:14]([NH:16][CH2:17][C:18]([NH:20][C@H:21]([C:25]([NH:27][CH2:28][C:29]([OH:31])=[O:30])=[O:26])[CH:22]([CH3:24])[CH3:23])=[O:19])=[O:15])[CH2:7][C:8]1[CH:9]=[CH:10][CH:11]=[CH:12][CH:13]=1)=[O:4]. Procedure: IV was hydrogenated and worked up as described for VIII to obtain the product in quantitative yield. Rf3 0.16. Anal. calcd. for C25H37N5O8 .H2O: C 54.23, H 7.10, N 12.65%. Found: C 54.14, H 6.93, N 12.21%. The reactants are N1N=CC=2C1=NC=NC2C=2C(=NC=CC2)NC=2C=1C=CN=C(C1C=CC2C)Cl (N-(3-(1H-pyrazolo[3,4-d]pyrimidin-4-yl)pyridin-2-yl)-1-chloro-6-methylisoquinolin-5-amine), NC1=CC=C(C#N)C=C1 (4-aminobenzonitrile), CN(C)C1=CC=CC=C1C2=CC=CC=C2P(C3CCCCC3)C4CCCCC4 (DavePhos), C[Si](C)(C)[N-][Si](C)(C)C.[Li+] (lithium bis(trimethylsilyl)amide). The reagents and catalysts are C=1C=CC(=CC1)/C=C/C(=O)/C=C/C2=CC=CC=C2.C=1C=CC(=CC1)/C=C/C(=O)/C=C/C2=CC=CC=C2.C=1C=CC(=CC1)/C=C/C(=O)/C=C/C2=CC=CC=C2.[Pd].[Pd] (tris(dibenzylideneacetone)dipalladium(0)). The solvent is C1CCOC1 (THF), CCN(CC)CC (Et3N), CC(=O)O (AcOH), C(Cl)Cl (DCM). Conditions: temperature 100 celsius, time 10 minute. Product: N1N=CC=2C1=NC=NC2C=2C(=NC=CC2)NC2=C1C=CN=C(C1=CC=C2C)NC2=CC=C(C#N)C=C2 (4-(5-(3-(1H-pyrazolo[3,4-d]pyrimidin-4-yl)pyridin-2-ylamino)-6-methylisoquinolin-1-ylamino)benzonitrile). RXN SMILES: [NH:1]1[C:5]2=[N:6][CH:7]=[N:8][C:9]([C:10]3[C:11]([NH:16][C:17]4[C:18]5[CH:19]=[CH:20][N:21]=[C:22](Cl)[C:23]=5[CH:24]=[CH:25][C:26]=4[CH3:27])=[N:12][CH:13]=[CH:14][CH:15]=3)=[C:4]2[CH:3]=[N:2]1.[NH2:29][C:30]1[CH:37]=[CH:36][C:33]([C:34]#[N:35])=[CH:32][CH:31]=1.CN(C1C(C2C(P(C3CCCCC3)C3CCCCC3)=CC=CC=2)=CC=CC=1)C.C[Si]([N-][Si](C)(C)C)(C)C.[Li+]>C1COCC1.C1C=CC(/C=C/C(/C=C/C2C=CC=CC=2)=O)=CC=1.C1C=CC(/C=C/C(/C=C/C2C=CC=CC=2)=O)=CC=1.C1C=CC(/C=C/C(/C=C/C2C=CC=CC=2)=O)=CC=1.[Pd].[Pd].CCN(CC)CC.CC(O)=O.C(Cl)Cl>[NH:1]1[C:5]2=[N:6][CH:7]=[N:8][C:9]([C:10]3[C:11]([NH:16][C:17]4[C:26]([CH3:27])=[CH:25][CH:24]=[C:23]5[C:18]=4[CH:19]=[CH:20][N:21]=[C:22]5[NH:29][C:30]4[CH:37]=[CH:36][C:33]([C:34]#[N:35])=[CH:32][CH:31]=4)=[N:12][CH:13]=[CH:14][CH:15]=3)=[C:4]2[CH:3]=[N:2]1 |f:3.4,6.7.8.9.10|. Procedure details: A mixture of N-(3-(1H-pyrazolo[3,4-d]pyrimidin-4-yl)pyridin-2-yl)-1-chloro-6-methylisoquinolin-5-amine (160 mg, 413 mmol), 4-aminobenzonitrile (53.6 mg, 454 μmol), tris(dibenzylideneacetone)dipalladium(0) (18.9 mg, 20.6 μmol) and DavePhos (17.9 mg, 45.4 mmol) in THF (3 ml) was slightly vacuumed to de-gas, and then lithium bis(trimethylsilyl)amide (1.0 M solution in THF) (1857 μl, 1857 μmol) was added and the microwave tube was sealed under N2 gas. The mixture was heated in a microwave reactor at... The reactants are cyano, C(#N)C(CC(=O)OCC)=CC(C)C (ethyl 3-cyano-5-methylhex-3-enoate), CO (methanol), [OH-].[K+] (Potassium hydroxide). Run in O (water). Reaction conditions: temperature 55 celsius, time 5 hour. The product is C(#N)C(CC(=O)O)=CC(C)C (3-cyano-5-methylhex-3-enoic acid). As a reaction SMILES: [C:1]([C:3](=[CH:10][CH:11]([CH3:13])[CH3:12])[CH2:4][C:5]([O:7]CC)=[O:6])#[N:2].CO.[OH-].[K+]>O>[C:1]([C:3](=[CH:10][CH:11]([CH3:13])[CH3:12])[CH2:4][C:5]([OH:7])=[O:6])#[N:2] |f:2.3|. Procedure: A glass liner is charged with ethyl 3-cyano-5-methylhex-3-enoate (starting material prepared above), methanol (100 mL), and water (18 mL). Potassium hydroxide is added with stirring. A liner is placed in a 600 mL PARR hydrogenation vessel. The vessel is purged with nitrogen and then with hydrogen via charging to 60 psi and releasing the pressure on 5 cycles. The vessel is heated to 55° C. A solution of [(R,R)-MeDuPHOS]Rh(COD)+BF4− in deoxygenated methanol (18.0 mg in 20 mL) is added via syringe.... The reactants are C(C)C1C(C2=C(C(=C(C=C2C1)O)Cl)Cl)=O (2-ethyl-5-hydroxy-6,7-dichloro-1-indanone), C([O-])([O-])=O.[K+].[K+] (potassium carbonate), BrCC(=O)OCC (ethyl bromoacetate), ice water. The solvent is CN(C=O)C (dimethylformamide). Run at temperature 60 celsius. Product: O=C1C(CC2=CC(=C(C(=C12)Cl)Cl)OCC(=O)OCC)CC (Ethyl (1-Oxo-2ethyl-6,7-dichloro-5indanyloxy)-acetate). RXN SMILES: [CH2:1]([CH:3]1[CH2:11][C:10]2[C:5](=[C:6]([Cl:14])[C:7]([Cl:13])=[C:8]([OH:12])[CH:9]=2)[C:4]1=[O:15])[CH3:2].C(=O)([O-])[O-].[K+].[K+].Br[CH2:23][C:24]([O:26][CH2:27][CH3:28])=[O:25]>CN(C)C=O>[O:15]=[C:4]1[C:5]2[C:10](=[CH:9][C:8]([O:12][CH2:23][C:24]([O:26][CH2:27][CH3:28])=[O:25])=[C:7]([Cl:13])[C:6]=2[Cl:14])[CH2:11][CH:3]1[CH2:1][CH3:2] |f:1.2.3|. Reported procedure: A mixture of 2-ethyl-5-hydroxy-6,7-dichloro-1-indanone (9.8 g., 0.04 mole), dimethylformamide (30 ml.), potassium carbonate (12.5 g., 0.09 mole) and ethyl bromoacetate (15 g., 0.09 mole) is stirred and heated on a water bath at 60° C. for one hour. The reaction mixture is poured into ice water (200 ml.) and extracted with two 50 ml. portions of ether. The ether extract is washed with water, dried over magnesium sulfate and the ether distilled at reduced pressure. The ethyl (1-oxo-2-ethyl-6,7-dic... Reactants: BrC=1C(=NC=CC1)F (3-bromo-2-fluoropyridine), [I-].C(C)(C)(C)OC(=O)N1CC(CC1)[Zn+] ((1-(tert-butoxycarbonyl)pyrrolidin-3-yl)zinc(II) iodide). The reagents and catalysts are [Pd] (Pd), [Cu]I (copper(i) iodide). Run in CC(=O)N(C)C (DMA). Run at temperature 80 celsius, time 16 hour. The product is FC1=NC=CC=C1C1CN(CC1)C(=O)OC(C)(C)C (tert-butyl 3-(2-fluoropyridin-3-yl)pyrrolidine-1-carboxylate). As a reaction SMILES: Br[C:2]1[C:3]([F:8])=[N:4][CH:5]=[CH:6][CH:7]=1.[I-].[C:10]([O:14][C:15]([N:17]1[CH2:21][CH2:20][CH:19]([Zn+])[CH2:18]1)=[O:16])([CH3:13])([CH3:12])[CH3:11]>[Pd].[Cu]I.CC(N(C)C)=O>[F:8][C:3]1[C:2]([CH:20]2[CH2:19][CH2:18][N:17]([C:15]([O:14][C:10]([CH3:13])([CH3:12])[CH3:11])=[O:16])[CH2:21]2)=[CH:7][CH:6]=[CH:5][N:4]=1 |f:1.2|. Procedure details: Into an oven-dried flask were charged 3-bromo-2-fluoropyridine (1.3 g, 7.39 mmol), Pd catalyst (0.181 g, 0.222 mmol), copper(i) iodide (0.084 g, 0.443 mmol), and DMA (10 mL). The resulting mixture was degassed with alternating vacuum/nitrogen purges. The (1-(tert-butoxycarbonyl)pyrrolidin-3-yl)zinc(II) iodide (3.75 g, 10.34 mmol) solution from previous step was filtered into the mixture. It was degassed one more time and then heated to 80° C. with stirring for 16 h. After cooling to RT, the reac...